This data is from the Open Reaction Database (ORD), a public repository of structured organic reaction records. The task is: describe an organic reaction: reactants, conditions, products, and yield Reactants: C#CCO, ClC(Cl)Cl, CCN(C(C)C)C(C)C, Fc1ccc(I)cc1Cl, [Cu]I, C1CCOC1, O=C(C=Cc1ccccc1)C=Cc1ccccc1, O=C(C=Cc1ccccc1)C=Cc1ccccc1, O=C(C=Cc1ccccc1)C=Cc1ccccc1, [Pd], [Pd], c1ccc(P(c2ccccc2)c2ccccc2)cc1. The product is OCC#Cc1ccc(F)c(Cl)c1. RXN SMILES: [CH2:29]([C:30]#[CH:31])[OH:32].[CH:100]([Cl:101])([Cl:102])[Cl:103].[CH:33]([N:34]([CH:35]([CH3:36])[CH3:37])[CH2:38][CH3:39])([CH3:40])[CH3:41].[Cl:1][c:2]1[cH:3][c:4]([I:9])[cH:5][cH:6][c:7]1[F:8].[Cu:42][I:43].[O:104]1[CH2:105][CH2:106][CH2:107][CH2:108]1.[O:46]=[C:47]([CH:48]=[CH:49][c:50]1[cH:51][cH:52][cH:53][cH:54][cH:55]1)[CH:56]=[CH:57][c:58]1[cH:59][cH:60][cH:61][cH:62][cH:63]1.[O:64]=[C:65]([CH:66]=[CH:67][c:68]1[cH:69][cH:70][cH:71][cH:72][cH:73]1)[CH:74]=[CH:75][c:76]1[cH:77][cH:78][cH:79][cH:80][cH:81]1.[O:82]=[C:83]([CH:84]=[CH:85][c:86]1[cH:87][cH:88][cH:89][cH:90][cH:91]1)[CH:92]=[CH:93][c:94]1[cH:95][cH:96][cH:97][cH:98][cH:99]1.[Pd:44].[Pd:45].[c:10]1([P:11]([c:12]2[cH:13][cH:14][cH:15][cH:16][cH:17]2)[c:18]2[cH:19][cH:20][cH:21][cH:22][cH:23]2)[cH:24][cH:25][cH:26][cH:27][cH:28]1>>[Cl:1][c:2]1[cH:3][c:4]([C:31]#[C:30][CH2:29][OH:32])[cH:5][cH:6][c:7]1[F:8]. The reactants are FC=1C=C(C(=O)NC2=CC=C(C3=CC=CC=C23)OC2=NC(=NC=C2)S(=O)(=O)C)C=C(C1)N1CCCCC1 (3-fluoro-N-[4-(2-methanesulfonyl-pyrimidin-4-yloxy)-naphthalen-1-yl]-5-piperidin-1-yl-benzamide), N1CCC(CC1)O (piperidin-4-ol). The product is FC=1C=C(C(=O)NC2=CC=C(C3=CC=CC=C23)OC2=NC(=NC=C2)N2CCC(CC2)O)C=C(C1)N1CCCCC1 (3-Fluoro-N-(4-{[2-(4-hydroxypiperidin-1-yl)pyrimidin-4-yl]oxy}-1-naphthyl)-5-piperidin-1-ylbenzamide). Reaction SMILES: [F:1][C:2]1[CH:3]=[C:4]([CH:29]=[C:30]([N:32]2[CH2:37][CH2:36][CH2:35][CH2:34][CH2:33]2)[CH:31]=1)[C:5]([NH:7][C:8]1[C:17]2[C:12](=[CH:13][CH:14]=[CH:15][CH:16]=2)[C:11]([O:18][C:19]2[CH:24]=[CH:23][N:22]=[C:21](S(C)(=O)=O)[N:20]=2)=[CH:10][CH:9]=1)=[O:6].[NH:38]1[CH2:43][CH2:42][CH:41]([OH:44])[CH2:40][CH2:39]1>>[F:1][C:2]1[CH:3]=[C:4]([CH:29]=[C:30]([N:32]2[CH2:37][CH2:36][CH2:35][CH2:34][CH2:33]2)[CH:31]=1)[C:5]([NH:7][C:8]1[C:17]2[C:12](=[CH:13][CH:14]=[CH:15][CH:16]=2)[C:11]([O:18][C:19]2[CH:24]=[CH:23][N:22]=[C:21]([N:38]3[CH2:43][CH2:42][CH:41]([OH:44])[CH2:40][CH2:39]3)[N:20]=2)=[CH:10][CH:9]=1)=[O:6]. Procedure: Compound is prepared from 3-fluoro-N-[4-(2-methanesulfonyl-pyrimidin-4-yloxy)-naphthalen-1-yl]-5-piperidin-1-yl-benzamide and piperidin-4-ol according to conditions described in general procedure C. Mp: 182-184° C.; 1H NMR (400 MHz, DMSO-d6) δ 1.15 (bs, 2 H), 1.58 (s, 8 H), 3.00 (bs, 2 H), 3.27 (s, 4 H), 3.61 (m, 1 H), 3.95 (bs, 2 H), 4.64 (d, J=4.0 Hz, 1 H), 6.19 (d, J=5.5 Hz, 1 H), 6.96 (d, J=12.8 Hz, 1 H), 7.15 (d, J=8.8 Hz, 1 H), 7.40 (d, J=8.4 Hz, 1 H), 7.46 (s, 1 H), 7.55-7.59 (m, 3 H), 7.... RXN SMILES: O[C:2]1C=CC2C(=O)[CH2:7][CH2:8][O:9][C:4]=2[C:3]=1CCC.C(OC(=O)CC[C:22]1[CH:27]=[CH:26][CH:25]=[CH:24][C:23]=1[C:28]([C:30]1[CH:35]=[CH:34][CH:33]=[C:32]([C:36]([O:38][CH2:39][CH3:40])=[O:37])[CH:31]=1)=[O:29])C.C(=O)([O-])[O-:43].[K+].[K+]>CC(=O)CC>[CH2:8]([O:9][C:4](=[O:43])[CH2:3][CH2:2][C:27]1[CH:22]=[C:23]([C:28]([C:30]2[CH:35]=[CH:34][CH:33]=[C:32]([C:36]([O:38][CH2:39][CH3:40])=[O:37])[CH:31]=2)=[O:29])[CH:24]=[CH:25][CH:26]=1)[CH3:7] |f:2.3.4|. Reported procedure: A mixture of 0.144 g (0.70 mmol) of 2,3-dihydro-7-hydroxy-8-propyl-4H-1-benzopyran-4-one, 0.371 g (0.70 mmol) of 2-[(6-bromohexyl)oxy]-5[[(3-(ethoxycarbonyl)phenyl]carbonyl]benzenepropanoic acid ethyl ester, 0.479 g (3.47 mmol) of anhydrous granular potassium carbonate and 13.1 mL of 2-butanone was stirred and refluxed for 18 hr. The resulting slurry was filtered with suction and the solids washed thoroughly with ethyl acetate. The filtrate and washes were combined and concentrated in vacuo and ... The reactants are OC1=C(C2=C(C(CCO2)=O)C=C1)CCC (2,3-dihydro-7-hydroxy-8-propyl-4H-1-benzopyran-4-one), 2-[(6-bromohexyl)oxy], C(C)OC(CCC1=C(C=CC=C1)C(=O)C1=CC(=CC=C1)C(=O)OCC)=O ([(3-(ethoxycarbonyl)phenyl]carbonyl]benzenepropanoic acid ethyl ester), C([O-])([O-])=O.[K+].[K+] (potassium carbonate). The solvent is CC(CC)=O (2-butanone). Yields the product C(C)OC(CCC1=CC=CC(=C1)C(=O)C1=CC(=CC=C1)C(=O)OCC)=O (5-[[3-(ethoxycarbonyl)phenyl]carbonyl]benzenepropanoic acid ethyl ester). Reactants: COC(C(C)N1N=CN=C1)=O ((rac.)-2-[1,2,4]triazol-1-yl-propionic acid methyl ester), O.NN (hydrazine hydrate). Solvent: C(CCC)O (butanol). Product: N1(N=CN=C1)C(C(=O)NN)C ((rac.)-2-[1,2,4]Triazol-1-yl-propionic acid hydrazide). Yield: 91.0%. Reaction SMILES: CO[C:3](=[O:11])[CH:4]([N:6]1[CH:10]=[N:9][CH:8]=[N:7]1)[CH3:5].O.[NH2:13][NH2:14]>C(O)CCC>[N:6]1([CH:4]([CH3:5])[C:3]([NH:13][NH2:14])=[O:11])[CH:10]=[N:9][CH:8]=[N:7]1 |f:1.2|. Procedure details: As described for example 112a, (rac.)-2-[1,2,4]triazol-1-yl-propionic acid methyl ester in butanol was reacted with hydrazine hydrate (1.2 equivalents) at rt for 16 h. The mixture was concentrated and triturated with toluene to afford the title compound as a white solid (yield: 91%). MS: m/e=155.0 [M]+. Reactants: CN1C(=CC=C1)CC1=CC(=CC=C1)NC(=O)N (1-methyl-2-(3-ureidobenzyl)pyrrole), 3E. The solvent is C(C)(=O)O (acetic acid). Conditions: time 1 hour. The product is CN1C(CCC1)CC1=CC(=CC=C1)NC(=O)N (1-Methyl-2-(3'-ureidobenzyl)pyrrolidine). The yield is 42.9%. As a reaction SMILES: [CH3:1][N:2]1[CH:6]=[CH:5][CH:4]=[C:3]1[CH2:7][C:8]1[CH:13]=[CH:12][CH:11]=[C:10]([NH:14][C:15]([NH2:17])=[O:16])[CH:9]=1>C(O)(=O)C>[CH3:1][N:2]1[CH2:6][CH2:5][CH2:4][CH:3]1[CH2:7][C:8]1[CH:13]=[CH:12][CH:11]=[C:10]([NH:14][C:15]([NH2:17])=[O:16])[CH:9]=1. Procedure: A solution of 2 g (8.7 mmol) of 1-methyl-2-(3-ureidobenzyl)pyrrole, prepared, for example, as described in Preparation 3E, in 80 ml of glacial acetic acid was hydrogenated at 45 p.s.i. in the presence of 1.5 g of 5% rodium on activated alumina as catalyst, for 1 hour. The catalyst was then separated by filtration and the filtrate evaporated in vacuo. The residue was suspended in 100 ml of methylene chloride and 20 ml of ammonium hydroxide was added. The mixture was dried over sodium sulfate and ... Starting materials: Cl.FC(CN=C(NC1=NN(C=N1)CCCCC(=N)N)N)(F)F (5-(3-[2-(2,2,2-trifluoroethyl)guanidino]-1,2,4-triazol-1-yl)valeramidine hydrochloride), [Na] (sodium), C(=O)C(C(=O)OCC)C (ethyl 2-formylpropionate). Run in CO (MeOH). The product is OC1=NC(=NC=C1C)CCCCN1N=C(N=C1)NC(=NCC(F)(F)F)N (4-hydroxy-5-methyl-2-[4-(3-[2-(2,2,2-trifluoroethyl)guanidino]-1,2,4-triazol-1-yl)butyl]pyrimidine). Yield: 11.7%. As a reaction SMILES: Cl.[F:2][C:3]([F:22])([F:21])[CH2:4][N:5]=[C:6]([NH2:20])[NH:7][C:8]1[N:12]=[CH:11][N:10]([CH2:13][CH2:14][CH2:15][CH2:16][C:17]([NH2:19])=[NH:18])[N:9]=1.[Na].[CH:24]([CH:26]([CH3:32])[C:27](OCC)=O)=[O:25]>CO>[OH:25][C:24]1[C:26]([CH3:32])=[CH:27][N:19]=[C:17]([CH2:16][CH2:15][CH2:14][CH2:13][N:10]2[CH:11]=[N:12][C:8]([NH:7][C:6]([NH2:20])=[N:5][CH2:4][C:3]([F:2])([F:21])[F:22])=[N:9]2)[N:18]=1 |f:0.1,^1:22|. Procedure details: A solution of 5-(3-[2-(2,2,2-trifluoroethyl)guanidino]-1,2,4-triazol-1-yl)valeramidine hydrochloride (1 g.) in MeOH (14 ml.) was treated with the sodium salt of ethyl 2-formylpropionate (1.95 g.) and the suspension heated under reflux for 3.5 hours. This suspension was evaporated and the residue partitioned between water and ether. The aqueous layer was acidified with glacial HOAc to pH 3 and further extracted with ether. Neutralisation with aqueous ammonia (s.g. 0.880) and extraction with EtOAc... Starting materials: [N+](=O)([O-])NC(=O)NC(=O)N (nitrobiuret), C(C)(C)N(CC)C(C)C (diisopropylethylamine), NC(NCCC[C@@H](NC(C(C1=CC=CC=C1)C1=CC=CC=C1)=O)C(=O)NCC1=CC=C(C=C1)CN)=N[N+](=O)[O-] ((R)-N5 -[amino(nitroimino)-methyl]-N-[[4-(aminomethyl)phenyl]methyl]-N2 -(diphenylacetyl)-ornithinamide), [N+](=O)([O-])NC(=O)NC(=O)N (nitrobiuret), C(C)(C)N(CC)C(C)C (diisopropylethylamine). The solvent is CO (methanol). Run at time 14 hour. Product: NC(=O)NC(=O)NCC1=CC=C(C=C1)CNC([C@H](NC(C(C1=CC=CC=C1)C1=CC=CC=C1)=O)CCCNC(=N[N+](=O)[O-])N)=O ((R)-N-[[4-(Aminocarbonylaminocarbonylaminomethyl)phenyl]-methyl]-N5 -[amino(nitroimino)methyl]-N2 -(diphenylacetyl)-ornithinamide). As a reaction SMILES: [NH2:1][C:2](=[N:36][N+:37]([O-:39])=[O:38])[NH:3][CH2:4][CH2:5][CH2:6][C@H:7]([C:24]([NH:26][CH2:27][C:28]1[CH:33]=[CH:32][C:31]([CH2:34][NH2:35])=[CH:30][CH:29]=1)=[O:25])[NH:8][C:9](=[O:23])[CH:10]([C:17]1[CH:22]=[CH:21][CH:20]=[CH:19][CH:18]=1)[C:11]1[CH:16]=[CH:15][CH:14]=[CH:13][CH:12]=1.[N+]([NH:43][C:44]([NH:46][C:47](N)=[O:48])=[O:45])([O-])=O.C(N(C(C)C)CC)(C)C>CO>[NH2:43][C:44]([NH:46][C:47]([NH:35][CH2:34][C:31]1[CH:30]=[CH:29][C:28]([CH2:27][NH:26][C:24](=[O:25])[C@@H:7]([CH2:6][CH2:5][CH2:4][NH:3][C:2]([NH2:1])=[N:36][N+:37]([O-:39])=[O:38])[NH:8][C:9](=[O:23])[CH:10]([C:17]2[CH:22]=[CH:21][CH:20]=[CH:19][CH:18]=2)[C:11]2[CH:12]=[CH:13][CH:14]=[CH:15][CH:16]=2)=[CH:33][CH:32]=1)=[O:48])=[O:45]. Procedure details: A mixture of 0.53 g (0.997 mMol) of (R)-N5 -[amino(nitroimino)-methyl]-N-[[4-(aminomethyl)phenyl]methyl]-N2 -(diphenylacetyl)-ornithinamide, 0.16 g (1.08 mMol) of nitrobiuret, 50 ml of methanol and 0.2 ml of diisopropylethylamine was refluxed for 5 hours with stirring. The same amount of nitrobiuret and diisopropylethylamine was added again and the mixture was refluxed for a further 3 hours. The crystals obtained after leaving the mixture to stand for 14 hours at ambient temperature were suction...